Dataset: the Open Reaction Database (ORD), a public repository of structured organic reaction records. Task: describe an organic reaction: reactants, conditions, products, and yield Starting materials: [S] (sulfur), 55, N(=C=S)C1CN(CC1)C(=O)OCC (ethyl 3-isothiocyanato-1-pyrrolidinecarboxylate), NC1=C(C=CC=C1)O (2-aminophenol). The reagents and catalysts are [Hg]=O (mercury(II) oxide). Solvent: C(C)#N (acetonitrile). Yields the product O1C(=NC2=C1C=CC=C2)NC2CN(CC2)C(=O)OCC (ethyl 3-[(2-benzoxazolyl)amino]-1-pyrrolidinecarboxylate), ( 38 ). Yield: 64.0%. RXN SMILES: [N:1]([CH:4]1[CH2:8][CH2:7][N:6]([C:9]([O:11][CH2:12][CH3:13])=[O:10])[CH2:5]1)=[C:2]=S.[NH2:14][C:15]1[CH:20]=[CH:19][CH:18]=[CH:17][C:16]=1[OH:21].[S]>[Hg]=O.C(#N)C>[O:21]1[C:16]2[CH:17]=[CH:18][CH:19]=[CH:20][C:15]=2[N:14]=[C:2]1[NH:1][CH:4]1[CH2:8][CH2:7][N:6]([C:9]([O:11][CH2:12][CH3:13])=[O:10])[CH2:5]1 |^3:21|. Procedure details: A mixture of 55 parts of ethyl 3-isothiocyanato-1-pyrrolidinecarboxylate, 23.6 parts of 2-aminophenol and 320 parts of acetonitrile was stirred and refluxed for 4 hours. Then there were added 93 parts of mercury(II) oxide and 0.5 parts of sulfur while stirring vigorously. The reaction mixture was stirred and refluxed overnight. After cooling, the mixture was filtered over diatomaceous earth and the filtrate was evaporated. The residue was purified by column chromatography over silica gel using a... Reactants: C(C1=CC=CC=C1)OC1=CC=C(C=C1)C(C(CCO)C1=CC=C(C=C1)OCC1=CC=CC=C1)(O)C1=CC=C(C=C1)OCCN(C)C (1,2-bis(4-benzyloxyphenyl)-1-[4-[2-(N,N-dimethylamino)ethoxy]phenyl]butan-1,4-diol), C(C)(=O)Cl (acetyl chloride). Run in C(C)(=O)OC(C)=O (acetic anhydride). Reaction conditions: temperature 90 celsius. Product: C(C1=CC=CC=C1)OC1=CC=C(C=C1)C(=C(CCO)C1=CC=C(C=C1)OCC1=CC=CC=C1)C1=CC=C(C=C1)OCCN(C)C (1,2-bis(4-benzyloxyphenyl)-1-[4-[2-(N,N-dimethylamino) -ethoxy]phenyl]-1-buten-4-ol). Reaction SMILES: [CH2:1]([O:8][C:9]1[CH:14]=[CH:13][C:12]([C:15]([C:35]2[CH:40]=[CH:39][C:38]([O:41][CH2:42][CH2:43][N:44]([CH3:46])[CH3:45])=[CH:37][CH:36]=2)(O)[CH:16]([C:20]2[CH:25]=[CH:24][C:23]([O:26][CH2:27][C:28]3[CH:33]=[CH:32][CH:31]=[CH:30][CH:29]=3)=[CH:22][CH:21]=2)[CH2:17][CH2:18][OH:19])=[CH:11][CH:10]=1)[C:2]1[CH:7]=[CH:6][CH:5]=[CH:4][CH:3]=1.C(Cl)(=O)C>C(OC(=O)C)(=O)C>[CH2:1]([O:8][C:9]1[CH:10]=[CH:11][C:12]([C:15]([C:35]2[CH:36]=[CH:37][C:38]([O:41][CH2:42][CH2:43][N:44]([CH3:46])[CH3:45])=[CH:39][CH:40]=2)=[C:16]([C:20]2[CH:25]=[CH:24][C:23]([O:26][CH2:27][C:28]3[CH:29]=[CH:30][CH:31]=[CH:32][CH:33]=3)=[CH:22][CH:21]=2)[CH2:17][CH2:18][OH:19])=[CH:13][CH:14]=1)[C:2]1[CH:7]=[CH:6][CH:5]=[CH:4][CH:3]=1. Procedure details: A mixture containing 5.8 g of 1,2-bis(4-benzyloxyphenyl)-1-[4-[2-(N,N-dimethylamino)ethoxy]phenyl]butan-1,4-diol and 20 ml of acetic anhydride is heated at 90° C. for 1 hour. 3.7 g of acetyl chloride is added and the mixture is heated at 80° C. for 0.5 h. The solvent is evaporated. 0.75 g of sodium hydroxide in 200 ml of 80% methanol is added and the mixture is refluxed for 3 hours. The mixture is allowed to cool to room temperature. The crystallized product is collected by filtration. The yield... The reactants are CC(=O)[O-], CC(=O)CC(C)=O, CC(=O)O, Cl, Nc1ccc(C(F)(F)F)cc1F, O=N[O-], [Na+], [Na+], O. The product is CC(=O)C(=NNc1ccc(C(F)(F)F)cc1F)C(C)=O. Reaction SMILES: [CH3:18][C:19](=[O:20])[O-:21].[CH3:22][C:23](=[O:24])[CH2:25][C:26]([CH3:27])=[O:28].[CH3:29][C:30](=[O:31])[OH:32].[ClH:33].[F:1][c:2]1[c:3]([NH2:4])[cH:5][cH:6][c:7]([C:9]([F:10])([F:11])[F:12])[cH:8]1.[N:13]([O-:14])=[O:15].[Na+:16].[Na+:17].[OH2:34]>>[F:1][c:2]1[c:3]([NH:4][N:13]=[C:25]([C:23]([CH3:22])=[O:24])[C:26]([CH3:27])=[O:28])[cH:5][cH:6][c:7]([C:9]([F:10])([F:11])[F:12])[cH:8]1. The reactants are CNCCC#CC1=NC=CC=C1 (N-methyl-4-(pyridin-2-yl)but-3-yn-1-amine), ClC1=C(C(=O)Cl)C=CC=C1 (2-chlorobenzoyl chloride). Product: ClC1=C(C(=O)N(CCC#CC2=NC=CC=C2)C)C=CC=C1 (2-chloro-N-methyl-N-(4-(pyridin-2-yl)but-3-ynyl)benzamide). Isolated yield 63.7%. Reaction SMILES: [CH3:1][NH:2][CH2:3][CH2:4][C:5]#[C:6][C:7]1[CH:12]=[CH:11][CH:10]=[CH:9][N:8]=1.[Cl:13][C:14]1[CH:22]=[CH:21][CH:20]=[CH:19][C:15]=1[C:16](Cl)=[O:17]>>[Cl:13][C:14]1[CH:22]=[CH:21][CH:20]=[CH:19][C:15]=1[C:16]([N:2]([CH3:1])[CH2:3][CH2:4][C:5]#[C:6][C:7]1[CH:12]=[CH:11][CH:10]=[CH:9][N:8]=1)=[O:17]. Procedure details: The title compound was prepared in accordance with the general method of Example 199(D), from N-methyl-4-(pyridin-2-yl)but-3-yn-1-amine (100 mg, 0.62 mmol) and 2-chlorobenzoyl chloride (109 mg, 0.62 mmol). The crude residue was purified over silicagel chromatography (prepacked 10 g silicagel column, DCM/MeOH: 98/2 as eluent) to afford 118 mg of 2-chloro-N-methyl-N-(4-(pyridin-2-yl)but-3-ynyl)benzamide as a brown oil (Yield: 63%).